This data is from the Open Reaction Database (ORD), a public repository of structured organic reaction records. The task is: describe an organic reaction: reactants, conditions, products, and yield Starting materials: C1(=C(C=CC=C1)NC(OC1CCN(CC1)CCN(C)C(CCCCCNC=1SC2=C(N1)C=CC(=C2)C(N(C)CCCN(C)C(=O)OC(C)(C)C)=O)=O)=O)C2=CC=CC=C2 (1-(2-{[6-({6-[{3-([tert-Butoxycarbonyl)(methyl)amino]propyl}(methyl)carbamoyl]-1,3-benzothiazol-2-yl}amino)hexanoyl](methyl)amino}ethyl)piperidin-4-yl biphenyl-2-ylcarbamate), Cl.CO (hydrochloric acid methanol). Product: C1(=C(C=CC=C1)NC(OC1CCN(CC1)CCN(C(CCCCCNC=1SC2=C(N1)C=CC(=C2)C(N(CCCNC)C)=O)=O)C)=O)C2=CC=CC=C2 (1-[2-(Methyl{6-[(6-{methyl[3-(methylamino)propyl]carbamoyl}-1,3-benzothiazol-2-yl)amino]hexanoyl}amino)ethyl]piperidin-4-yl biphenyl-2-ylcarbamate). The yield is 73.0%. RXN SMILES: [C:1]1([C:54]2[CH:59]=[CH:58][CH:57]=[CH:56][CH:55]=2)[CH:6]=[CH:5][CH:4]=[CH:3][C:2]=1[NH:7][C:8](=[O:53])[O:9][CH:10]1[CH2:15][CH2:14][N:13]([CH2:16][CH2:17][N:18]([C:20](=[O:52])[CH2:21][CH2:22][CH2:23][CH2:24][CH2:25][NH:26][C:27]2[S:28][C:29]3[CH:35]=[C:34]([C:36](=[O:51])[N:37]([CH2:39][CH2:40][CH2:41][N:42](C(OC(C)(C)C)=O)[CH3:43])[CH3:38])[CH:33]=[CH:32][C:30]=3[N:31]=2)[CH3:19])[CH2:12][CH2:11]1.Cl.CO>>[C:1]1([C:54]2[CH:55]=[CH:56][CH:57]=[CH:58][CH:59]=2)[CH:6]=[CH:5][CH:4]=[CH:3][C:2]=1[NH:7][C:8](=[O:53])[O:9][CH:10]1[CH2:11][CH2:12][N:13]([CH2:16][CH2:17][N:18]([CH3:19])[C:20](=[O:52])[CH2:21][CH2:22][CH2:23][CH2:24][CH2:25][NH:26][C:27]2[S:28][C:29]3[CH:35]=[C:34]([C:36](=[O:51])[N:37]([CH3:38])[CH2:39][CH2:40][CH2:41][NH:42][CH3:43])[CH:33]=[CH:32][C:30]=3[N:31]=2)[CH2:14][CH2:15]1 |f:1.2|. Reported procedure: The compound (157 mg, 0.190 mmol) obtained in Example 93c and 2 N hydrochloric acid-methanol (1.90 mL, 3.79 mmol) were used to give the title compound (101 mg; yield, 73%) as a white solid according to the method described in Example 89e. Reactants: C(C)(C)C=1C(=CC(=C(C=O)C1)C)OC (5-Isopropyl-4-methoxy-2-methylbenzaldehyde), N1C(CC2=CC=CC=C12)=O (2-oxindole). Product: C(C)(C)C=1C(=CC(=C(C=C2C(NC3=CC=CC=C23)=O)C1)C)OC (3-(5-Isopropyl-4-methoxy-2-methylbenzylidene)-1,3-dihydroindol-2-one). Reaction SMILES: [CH:1]([C:4]1[C:5]([O:13][CH3:14])=[CH:6][C:7]([CH3:12])=[C:8]([CH:11]=1)[CH:9]=O)([CH3:3])[CH3:2].[NH:15]1[C:23]2[C:18](=[CH:19][CH:20]=[CH:21][CH:22]=2)[CH2:17][C:16]1=[O:24]>>[CH:1]([C:4]1[C:5]([O:13][CH3:14])=[CH:6][C:7]([CH3:12])=[C:8]([CH:11]=1)[CH:9]=[C:17]1[C:18]2[C:23](=[CH:22][CH:21]=[CH:20][CH:19]=2)[NH:15][C:16]1=[O:24])([CH3:3])[CH3:2]. Procedure: 5-Isopropyl-4-methoxy-2-methylbenzaldehyde was condensed with 2-oxindole to give 0.25 g of 3-(5-Isopropyl-4-methoxy-2-methylbenzylidene)-1,3-dihydroindol-2-one as a yellow-orange solid. Reactants: COC(CCCCCCNCC1=CC=C(C=C1)N1N=CC=C1)=O (7-(4-pyrazol-1-yl-benzylamino)-heptanoic acid methyl ester), Cl.N1=C(C=CC=C1)S(=O)(=O)Cl (pyridine-2-sulfonyl chloride hydrochloride). Run in C(C)N(CC)CC (triethylamine). Yields the product COC(CCCCCCN(S(=O)(=O)C1=NC=CC=C1)CC1=CC=C(C=C1)N1N=CC=C1)=O (7-[(4-Pyrazol-1-yl-benzyl)-(pyridine-2-sulfonyl)-amino]-heptanoic acid methyl ester). As a reaction SMILES: [CH3:1][O:2][C:3](=[O:23])[CH2:4][CH2:5][CH2:6][CH2:7][CH2:8][CH2:9][NH:10][CH2:11][C:12]1[CH:17]=[CH:16][C:15]([N:18]2[CH:22]=[CH:21][CH:20]=[N:19]2)=[CH:14][CH:13]=1.Cl.[N:25]1[CH:30]=[CH:29][CH:28]=[CH:27][C:26]=1[S:31](Cl)(=[O:33])=[O:32]>C(N(CC)CC)C>[CH3:1][O:2][C:3](=[O:23])[CH2:4][CH2:5][CH2:6][CH2:7][CH2:8][CH2:9][N:10]([CH2:11][C:12]1[CH:17]=[CH:16][C:15]([N:18]2[CH:22]=[CH:21][CH:20]=[N:19]2)=[CH:14][CH:13]=1)[S:31]([C:26]1[CH:27]=[CH:28][CH:29]=[CH:30][N:25]=1)(=[O:33])=[O:32] |f:1.2|. Procedure details: The title compound of Step B was prepared from 7-(4-pyrazol-1-yl-benzylamino)-heptanoic acid methyl ester, of Step A, and pyridine-2-sulfonyl chloride hydrochloride, of Preparation 47, following the method described in Example 1, Step B using triethylamine in place of N,N-diisopropylethylamine. 1H NMR (400 MHz, CDCl3) δ 9.06 (m, 1H), 8.80 (dd, 1H), 8.10 (m, 1H), 7.92 (d, 1H), 7.71 (d, 1H), 7.65 (d, 2H), 7.48 (m, 1H), 7.36 (d, 2H), 6.46 (d, 1H), 4.38 (s, 2H), 3.62 (s, 3H), 3.14 (t, 2H), 2.21 (t, ... The product is CCCCCc1c(C(C)C)nc(C(C)C)c(CO)c1-c1cccc(F)c1. RXN SMILES: [C:33]([O:34][CH2:35][CH3:36])(=[O:37])[CH3:38].[CH3:27][CH2:28][CH2:29][CH2:30][CH2:31][CH3:32].[CH:1]([CH3:2])([CH3:3])[c:4]1[n:5][c:6]([CH:24]([CH3:25])[CH3:26])[c:7]([CH:19]=[CH:20][CH2:21][CH2:22][CH3:23])[c:8](-[c:12]2[cH:13][c:14]([F:18])[cH:15][cH:16][cH:17]2)[c:9]1[CH2:10][OH:11]>>[CH:1]([CH3:2])([CH3:3])[c:4]1[n:5][c:6]([CH:24]([CH3:25])[CH3:26])[c:7]([CH2:19][CH2:20][CH2:21][CH2:22][CH3:23])[c:8](-[c:12]2[cH:13][c:14]([F:18])[cH:15][cH:16][cH:17]2)[c:9]1[CH2:10][OH:11]. Reactants: CCOC(C)=O, CCCCCC, CCCC=Cc1c(C(C)C)nc(C(C)C)c(CO)c1-c1cccc(F)c1. The reactants are [Si](C1=CC=CC=C1)(C1=CC=CC=C1)(C(C)(C)C)OCC=1C(=C(C2=C(C(=NO2)C(=O)OCC)C1)F)N1C[C@H](O[C@H](C1)C)C (Ethyl 5-((tert-butyldiphenylsilyloxy)methyl)-6-((2R,6S)-2,6-dimethylmorpholino)-7-fluorobenzo[d]isoxazole-3-carboxylate), [Si](C1=CC=CC=C1)(C1=CC=CC=C1)(C(C)(C)C)OCC=1C(=C(C2=C(C(=NO2)C(=O)OCC)C1)F)N1C[C@H](O[C@H](C1)C)C (Ethyl 5-((tert-butyldiphenylsilyloxy)methyl)-6-((2R,6S)-2,6-dimethylmorpholino)-7-fluorobenzo[d]isoxazole-3-carboxylate), Cl.CNCC (N-methylethanamine hydrochloride). Yields the product [Si](C1=CC=CC=C1)(C1=CC=CC=C1)(C(C)(C)C)OCC=1C(=C(C2=C(C(=NO2)C(=O)N(C)CC)C1)F)N1C[C@H](O[C@H](C1)C)C (5-((tert-butyldiphenylsilyloxy)methyl)-6-((2R,6S)-2,6-dimethylmorpholino)-N-ethyl-7-fluoro-N-methylbenzo[d]isoxazole-3-carboxamide). Reaction SMILES: [Si:1]([O:18][CH2:19][C:20]1[C:21]([N:35]2[CH2:40][C@H:39]([CH3:41])[O:38][C@H:37]([CH3:42])[CH2:36]2)=[C:22]([F:34])[C:23]2[O:27][N:26]=[C:25]([C:28]([O:30]CC)=O)[C:24]=2[CH:33]=1)([C:14]([CH3:17])([CH3:16])[CH3:15])([C:8]1[CH:13]=[CH:12][CH:11]=[CH:10][CH:9]=1)[C:2]1[CH:7]=[CH:6][CH:5]=[CH:4][CH:3]=1.Cl.[CH3:44][NH:45][CH2:46][CH3:47]>>[Si:1]([O:18][CH2:19][C:20]1[C:21]([N:35]2[CH2:36][C@H:37]([CH3:42])[O:38][C@H:39]([CH3:41])[CH2:40]2)=[C:22]([F:34])[C:23]2[O:27][N:26]=[C:25]([C:28]([N:45]([CH2:46][CH3:47])[CH3:44])=[O:30])[C:24]=2[CH:33]=1)([C:14]([CH3:16])([CH3:17])[CH3:15])([C:8]1[CH:9]=[CH:10][CH:11]=[CH:12][CH:13]=1)[C:2]1[CH:3]=[CH:4][CH:5]=[CH:6][CH:7]=1 |f:1.2|. Procedure details: Starting materials: Ethyl 5-((tert-butyldiphenylsilyloxy)methyl)-6-((2R,6S)-2,6-dimethylmorpholino)-7-fluorobenzo[d]isoxazole-3-carboxylate (Intermediate 204) and N-methylethanamine hydrochloride Reactants: stainless steel, N1=C(N)N=C(N)N=C1N (melamine), C(COCCO)O (diethylene glycol), [H][H] (hydrogen), N1=C(N)N=C(N)N=C1N (melamine). The reagents and catalysts are [Pd] (Pd—C), Ni NiO SiO2 Al2O3. Conditions: time 2 hour. Yields the product NC1=NC(=NC(=N1)N)NCCOCCO (2,4-diamino-6-(5-hydroxy-3-oxapentylamino)-1,3,5-triazine), NC1=NC(=NC(=N1)NCCOCCO)NCCOCCO (2-amino-4,6-bis(5-hydroxy-3-oxapentylamino)-1,3,5-triazine), OCCOCCNC1=NC(=NC(=N1)NCCOCCO)NCCOCCO (2,4,6-tris(5-hydroxy-3-oxapentylamino)-1,3,5-triazine). As a reaction SMILES: [N:1]1[C:8]([NH2:9])=[N:7][C:5]([NH2:6])=[N:4][C:2]=1[NH2:3].[H][H].[CH2:12]([OH:18])[CH2:13][O:14][CH2:15][CH2:16]O>[Pd]>[NH2:3][C:2]1[N:4]=[C:5]([NH2:6])[N:7]=[C:8]([NH:9][CH2:16][CH2:15][O:14][CH2:13][CH2:12][OH:18])[N:1]=1.[NH2:3][C:2]1[N:4]=[C:5]([NH:6][CH2:16][CH2:15][O:14][CH2:13][CH2:12][OH:18])[N:7]=[C:8]([NH:9][CH2:16][CH2:15][O:14][CH2:13][CH2:12][OH:18])[N:1]=1.[OH:18][CH2:12][CH2:13][O:14][CH2:15][CH2:16][NH:3][C:2]1[N:4]=[C:5]([NH:6][CH2:16][CH2:15][O:14][CH2:13][CH2:12][OH:18])[N:7]=[C:8]([NH:9][CH2:16][CH2:15][O:14][CH2:13][CH2:12][OH:18])[N:1]=1. Procedure: In a stainless steel autoclave of an inner volume of 100 ml, 1.26 g (10 mmol) of melamine, 250 mg of 5% Pd—C catalyst (50% hydrated preparation), 250mg of Ni/NiO—SiO2/Al2O3 catalyst (G-96D, manufactured by Nissan Girdler Catalyst Co., Ltd.), and 30 ml of diethylene glycol were charged. After the inside of the reaction system was sufficiently substituted with nitrogen, 10 kg/cm2 of hydrogen gas was introduced under pressure at normal temperature. Then, the temperature was elevated while stirring,... Starting materials: O=C(O)C(=O)O, CS(=O)(=O)OC1CN(C2CCCCC2)C1, CCOC(C)=O, [K+], [K+], CC1(C)C(=O)N(c2ccc(OC(F)(F)F)c(N)c2)C(=O)N1Cc1ccncc1, O=C([O-])[O-]. Yields the product CC1(C)C(=O)N(c2ccc(OC(F)(F)F)c(NC3CN(C4CCCCC4)C3)c2)C(=O)N1Cc1ccncc1. As a reaction SMILES: [C:29]([OH:30])(=[O:31])[C:32]([OH:33])=[O:34].[CH3:35][S:36]([O:37][CH:40]1[CH2:41][N:42]([CH:44]2[CH2:45][CH2:46][CH2:47][CH2:48][CH2:49]2)[CH2:43]1)(=[O:38])=[O:39].[CH3:56][CH2:57][O:58][C:59](=[O:60])[CH3:61].[K+:50].[K+:51].[NH2:1][c:2]1[cH:3][c:4]([N:13]2[C:14](=[O:28])[N:15]([CH2:21][c:22]3[cH:23][cH:24][n:25][cH:26][cH:27]3)[C:16]([CH3:19])([CH3:20])[C:17]2=[O:18])[cH:5][cH:6][c:7]1[O:8][C:9]([F:10])([F:11])[F:12].[O-:52][C:53]([O-:54])=[O:55]>>[NH:1]([c:2]1[cH:3][c:4]([N:13]2[C:14](=[O:28])[N:15]([CH2:21][c:22]3[cH:23][cH:24][n:25][cH:26][cH:27]3)[C:16]([CH3:19])([CH3:20])[C:17]2=[O:18])[cH:5][cH:6][c:7]1[O:8][C:9]([F:10])([F:11])[F:12])[CH:40]1[CH2:41][N:42]([CH:44]2[CH2:45][CH2:46][CH2:47][CH2:48][CH2:49]2)[CH2:43]1. Starting materials: C1=CC=CC=2C3C4=CC=CC=C4C(C12)(C3)CN3CCC(CC3)=O (1-(9,10-dihydro-9,10-methanoanthracen-9-ylmethyl)-4-piperidinone), C[C@@H]1CNC[C@@H](O1)C (cis 2,6-dimethylmorpholine). Product: C1=CC=CC=2C3C4=CC=CC=C4C(C12)(C3)CN3CCC(CC3)N3C[C@H](O[C@H](C3)C)C (1-(9,10-dihydro-9,10-methanoanthracen-9-ylmethyl)-4-(cis-2,6-dimethyl-4-morpholinyl)piperidine). Yield: 59.0%. As a reaction SMILES: [CH:1]1[C:14]2[C:13]3([CH2:16][N:17]4[CH2:22][CH2:21][C:20](=O)[CH2:19][CH2:18]4)[CH2:15][CH:6]([C:7]4[C:12]3=[CH:11][CH:10]=[CH:9][CH:8]=4)[C:5]=2[CH:4]=[CH:3][CH:2]=1.[CH3:24][C@H:25]1[O:30][C@@H:29]([CH3:31])[CH2:28][NH:27][CH2:26]1>>[CH:1]1[C:14]2[C:13]3([CH2:16][N:17]4[CH2:18][CH2:19][CH:20]([N:27]5[CH2:26][C@H:25]([CH3:24])[O:30][C@H:29]([CH3:31])[CH2:28]5)[CH2:21][CH2:22]4)[CH2:15][CH:6]([C:7]4[C:12]3=[CH:11][CH:10]=[CH:9][CH:8]=4)[C:5]=2[CH:4]=[CH:3][CH:2]=1. Procedure details: Using a procedure similar to that described in Example 82, except starting with 1-(9,10-dihydro-9,10-methanoanthracen-9-ylmethyl)-4-piperidinone and employing cis 2,6-dimethylmorpholine, the title compound was formed in 59% yield as a white solid, mp >300° C. (dec). free base: NMR (CDCl3, 250 MHz) 7.22 (m, 2H), 7.14 (m, 2H), 6.92 (m, 4H), 4.24 (s, 1H), 3.63 (m, 2H), 3.36 (s, 2H), 3.05 (br d, J=11.7 Hz, 2H), 2.71 (d, J=10.5 Hz, 2H), 2.56 (d, J=1.2 Hz, 2H), 2.18 (m, 3H), 1.87 (t, J=10.8 Hz, 2H), 1... Reactants: BrC1=NNC2=CC(=CC=C12)C(=O)O (3-bromo-6-carboxyindazole), C1(CCCC1)CN (cyclopentylmethylamine), Cl.CN(CCCN=C=NCC)C (1-(3-dimethylaminopropyl)-3-ethylcarbodiimide hydrochloride), C(Cl)Cl (methylene chloride). The reagents and catalysts are CN(C1=CC=NC=C1)C (4-dimethylaminopyridine). Solvent: C(C)(=O)OCC (ethyl acetate), CN(C=O)C (dimethylformamide). Conditions: time 48 hour. Product: BrC1=NNC2=CC(=CC=C12)C(NCC1CCCC1)=O (3-bromo-6-(N-cyclopentylmethylcarbamoyl)indazole). The yield is 72.0%. Reaction SMILES: [Br:1][C:2]1[C:10]2[C:5](=[CH:6][C:7]([C:11]([OH:13])=O)=[CH:8][CH:9]=2)[NH:4][N:3]=1.[CH:14]1([CH2:19][NH2:20])[CH2:18][CH2:17][CH2:16][CH2:15]1.Cl.CN(C)CCCN=C=NCC.C(Cl)Cl>CN(C)C1C=CN=CC=1.C(OCC)(=O)C.CN(C)C=O>[Br:1][C:2]1[C:10]2[C:5](=[CH:6][C:7]([C:11](=[O:13])[NH:20][CH2:19][CH:14]3[CH2:18][CH2:17][CH2:16][CH2:15]3)=[CH:8][CH:9]=2)[NH:4][N:3]=1 |f:2.3|. Procedure details: To a mixture of 3-bromo-6-carboxyindazole (5.84 g), cyclopentylmethylamine (3.48 ml), 1-(3-dimethylaminopropyl)-3-ethylcarbodiimide hydrochloride (3.25 g), methylene chloride (120 ml) and dimethylformamide (40 ml) was added 4-dimethylaminopyridine (5.10 g). After stirring for 48 hours, the reaction mixture was added to 450 ml ethyl acetate; washed with 1N hydrochloric acid, 0.5M sodium carbonate and brine: dried (MgSO4); and evaporated. The residue was flash chromatographed over 175 g silica gel... RXN SMILES: [F:1][C:2]1[CH:7]=[CH:6][C:5]([N:8]2[C:16]3[C:11](=[CH:12][C:13]([O:17][C@@H:18]([C:22]4[CH:27]=[CH:26][CH:25]=[CH:24][CH:23]=4)[C@H:19]([NH2:21])[CH3:20])=[CH:14][CH:15]=3)[CH:10]=[N:9]2)=[CH:4][CH:3]=1.[C:28](OC(=O)C)(=[O:30])[CH3:29]>>[F:1][C:2]1[CH:3]=[CH:4][C:5]([N:8]2[C:16]3[C:11](=[CH:12][C:13]([O:17][C@H:18]([C:22]4[CH:23]=[CH:24][CH:25]=[CH:26][CH:27]=4)[C@@H:19]([NH:21][C:28](=[O:30])[CH3:29])[CH3:20])=[CH:14][CH:15]=3)[CH:10]=[N:9]2)=[CH:6][CH:7]=1. The product is FC1=CC=C(C=C1)N1N=CC2=CC(=CC=C12)O[C@@H]([C@H](C)NC(C)=O)C1=CC=CC=C1 (N-[(1R,2S)-1-[1-(4-fluorophenyl)indazol-5-yl]oxy-1-phenyl-propan-2-yl]acetamide). Procedure details: Prepared as described in Example 1 using (1S,2R)-1-{[1-(4-fluorophenyl)-1H-indazol-5-yl]oxy}-1-phenylpropan-2-amine (1a, 36 mg, 100 μmol) and acetic anhydride (30 mg, 300 μmol). Yield 37 mg (92%). The reactants are FC1=CC=C(C=C1)N1N=CC2=CC(=CC=C12)O[C@H]([C@@H](C)N)C1=CC=CC=C1 ((1S,2R)-1-{[1-(4-fluorophenyl)-1H-indazol-5-yl]oxy}-1-phenylpropan-2-amine), C(C)(=O)OC(C)=O (acetic anhydride).